Dataset: the Open Reaction Database (ORD), a public repository of structured organic reaction records. Task: describe an organic reaction: reactants, conditions, products, and yield Starting materials: C=CCOC(C)=O, C=CC[Si](CC)(CC)CC, CC[SiH](CC)CC, Cc1ccccc1. Product: CC[Si](CC)(CC)CC. RXN SMILES: [C:1]([O:2][CH2:3][CH:4]=[CH2:5])(=[O:6])[CH3:7].[CH2:15]([CH:16]=[CH2:17])[Si:18]([CH2:19][CH3:20])([CH2:21][CH3:22])[CH2:23][CH3:24].[CH2:8]([SiH:9]([CH2:10][CH3:11])[CH2:12][CH3:13])[CH3:14].[CH3:25][c:26]1[cH:27][cH:28][cH:29][cH:30][cH:31]1>>[CH2:15]([CH3:16])[Si:18]([CH2:19][CH3:20])([CH2:21][CH3:22])[CH2:23][CH3:24]. As a reaction SMILES: [Br:17][CH2:18][CH:19]=[CH2:20].[CH2:4]([c:5]1[cH:6][cH:7][cH:8][cH:9][cH:10]1)[c:11]1[cH:12][cH:13][cH:14][cH:15][cH:16]1.[CH3:24][CH2:25][O:26][CH2:27][CH3:28].[Cl-:21].[NH2-:3].[NH3:1].[NH4+:22].[Na:2].[OH2:23]>>[CH:4]([c:5]1[cH:6][cH:7][cH:8][cH:9][cH:10]1)([c:11]1[cH:12][cH:13][cH:14][cH:15][cH:16]1)[CH2:20][CH:19]=[CH2:18]. Product: C=CCC(c1ccccc1)c1ccccc1. Starting materials: C=CCBr, c1ccc(Cc2ccccc2)cc1, CCOCC, [Cl-], [NH2-], N, [NH4+], [Na], O. As a reaction SMILES: [Cl:3][c:4]1[c:5]([CH2:6][O:7][C:8]([NH:9][c:10]2[cH:11][n:12][n:13]([CH2:15][c:16]3[o:17][c:18]([CH2:21][OH:22])[cH:19][cH:20]3)[cH:14]2)=[O:23])[cH:24][cH:25][cH:26][cH:27]1.[N:1]#[N:2].[O:28]=[Mn:29]=[O:30]>>[Cl:3][c:4]1[c:5]([CH2:6][O:7][C:8]([NH:9][c:10]2[cH:11][n:12][n:13]([CH2:15][c:16]3[o:17][c:18]([CH:21]=[O:22])[cH:19][cH:20]3)[cH:14]2)=[O:23])[cH:24][cH:25][cH:26][cH:27]1. Product: O=Cc1ccc(Cn2cc(NC(=O)OCc3ccccc3Cl)cn2)o1. Starting materials: O=C(Nc1cnn(Cc2ccc(CO)o2)c1)OCc1ccccc1Cl, N#N, O=[Mn]=O. Starting materials: C(C)C1=C(C(=CC(=C1)C)CC)C(C(=O)N(N=C(C)C)C)=O (1-[2-(2,6-diethyl-4-methylphenyl)-2-oxoacetyl]-1-methyl-2-(1-methylethylidene)hydrazine), Cl (hydrochloric acid). The solvent is O1CCCC1 (tetrahydrofuran). Run at time 1 hour. Yields the product C(C)C1=C(C(=CC(=C1)C)CC)C(C(=O)N(N)C)=O (1-[2-(2,6-diethyl-4-methylphenyl)-2-oxoacetyl]-1-methylhydrazine). Isolated yield 68.9%. As a reaction SMILES: [CH2:1]([C:3]1[CH:8]=[C:7]([CH3:9])[CH:6]=[C:5]([CH2:10][CH3:11])[C:4]=1[C:12](=[O:21])[C:13]([N:15]([CH3:20])[N:16]=C(C)C)=[O:14])[CH3:2].Cl>O1CCCC1>[CH2:1]([C:3]1[CH:8]=[C:7]([CH3:9])[CH:6]=[C:5]([CH2:10][CH3:11])[C:4]=1[C:12](=[O:21])[C:13]([N:15]([CH3:20])[NH2:16])=[O:14])[CH3:2]. Reported procedure: To a 500 ml volume four-necked flask, 1-[(2,6-diethyl-4-methylphenyl)-2-oxoacetyl]-1-methyl-2-(1-methylethylidene)hydrazine (18-a) (21.41 g) and tetrahydrofuran (150 ml) were added under a nitrogen atmosphere at room temperature. To the mixture, 10% by weight of hydrochloric acid (29.23 g) was added dropwise over 5 minutes, and stirred at room temperature for 1 hour. Then, the reaction mixture was concentrated under reduced pressure. To the residue was added water (80 ml), and extracted with ter... Reactants: ClC1=CC=C(C=N1)CN(C(SC)=N[N+](=O)[O-])C (1-(6-chloro-3-pyridylmethyl)-1,2-dimethyl-3-nitroisothiourea), CN (methylamine). Solvent: C(C)#N (acetonitrile). Run at temperature 70 celsius, time 2 hour. Product: ClC1=CC=C(C=N1)CN(C(=N[N+](=O)[O-])NC)C (1-(6-chloro-3-pyridylmethyl)-1,3-dimethyl-2-nitroguanidine). The yield is 72.8%. RXN SMILES: [Cl:1][C:2]1[N:7]=[CH:6][C:5]([CH2:8][N:9]([CH3:17])[C:10](=[N:13][N+:14]([O-:16])=[O:15])SC)=[CH:4][CH:3]=1.[CH3:18][NH2:19]>C(#N)C>[Cl:1][C:2]1[N:7]=[CH:6][C:5]([CH2:8][N:9]([CH3:17])[C:10]([NH:19][CH3:18])=[N:13][N+:14]([O-:16])=[O:15])=[CH:4][CH:3]=1. Procedure: A mixture of 0.82g of 1-(6-chloro-3-pyridylmethyl)-1,2-dimethyl-3-nitroisothiourea, 0.464g of 40% methylamine aqueous solution and 10ml of acetonitrile was stirred for 2 hours at 70° C., and concentrated. The residue was purified by a column chromatography [developing solution: dichloromethane-methanol [10:1]) to afford 0.56g of 1-(6-chloro-3-pyridylmethyl)-1,3-dimethyl-2-nitroguanidine (Compound No. 8). Starting materials: CC(=O)N(CCOC(=C1C2CC3CC(C2)CC1C3)c1cccc(O)c1)C(=O)c1nc2ccc(O)cc2s1, CCOC(C)=O, CCCCCC. Product: CC(=O)Oc1cccc(C(OCCN(C(C)=O)C(=O)c2nc3ccc(O)cc3s2)=C2C3CC4CC(C3)CC2C4)c1. As a reaction SMILES: [C:1]([CH3:2])(=[O:3])[N:4]([C:5](=[O:6])[c:7]1[s:8][c:9]2[c:10]([n:11]1)[cH:12][cH:13][c:14]([OH:16])[cH:15]2)[CH2:17][CH2:18][O:19][C:20]([c:21]1[cH:22][c:23]([OH:27])[cH:24][cH:25][cH:26]1)=[C:28]1[CH:29]2[CH2:30][CH:31]3[CH2:32][CH:33]([CH2:34][CH:35]1[CH2:36]3)[CH2:37]2.[C:44]([CH3:45])(=[O:46])[O:47][CH2:48][CH3:49].[CH3:38][CH2:39][CH2:40][CH2:41][CH2:42][CH3:43]>>[C:1]([CH3:2])(=[O:3])[N:4]([C:5](=[O:6])[c:7]1[s:8][c:9]2[c:10]([n:11]1)[cH:12][cH:13][c:14]([OH:16])[cH:15]2)[CH2:17][CH2:18][O:19][C:20]([c:21]1[cH:22][c:23]([O:27][C:44]([CH3:45])=[O:46])[cH:24][cH:25][cH:26]1)=[C:28]1[CH:29]2[CH2:30][CH:31]3[CH2:32][CH:33]([CH2:34][CH:35]1[CH2:36]3)[CH2:37]2. Starting materials: CCOC(=O)c1cnc(Nc2ccccc2OC)[nH]c1=O, CC(=O)O, [Na+], [OH-], O. Yields the product COc1ccccc1Nc1ncc(C(=O)O)c(=O)[nH]1. RXN SMILES: [CH3:1][O:2][c:3]1[c:4]([NH:5][c:6]2[nH:7][c:8](=[O:17])[c:9]([C:12](=[O:13])[O:14][CH2:15][CH3:16])[cH:10][n:11]2)[cH:18][cH:19][cH:20][cH:21]1.[CH3:25][C:26](=[O:27])[OH:28].[Na+:23].[OH-:22].[OH2:24]>>[CH3:1][O:2][c:3]1[c:4]([NH:5][c:6]2[nH:7][c:8](=[O:17])[c:9]([C:12](=[O:13])[OH:14])[cH:10][n:11]2)[cH:18][cH:19][cH:20][cH:21]1. The reactants are O=C([O-])O, CCO, COc1ccc([N+](=O)[O-])cc1OC1CCCC1, Cl, [Fe], [Na+]. Product: COc1ccc(N)cc1OC1CCCC1. RXN SMILES: [C:19](=[O:20])([OH:21])[O-:22].[CH3:24][CH2:25][OH:26].[CH:1]1([O:6][c:7]2[cH:8][c:9]([N+:15]([O-:16])=[O:17])[cH:10][cH:11][c:12]2[O:13][CH3:14])[CH2:2][CH2:3][CH2:4][CH2:5]1.[ClH:18].[Fe:27].[Na+:23]>>[CH:1]1([O:6][c:7]2[cH:8][c:9]([NH2:15])[cH:10][cH:11][c:12]2[O:13][CH3:14])[CH2:2][CH2:3][CH2:4][CH2:5]1. Starting materials: O1CCCC1 (tetrahydrofuran), ClC1=CC=C(C=C1)NC(CCCC=C(C)C)=S (6-methyl-5-heptenethioic acid (4-chloro-phenyl)-amide), O1CCCC1 (tetrahydrofuran), II (iodine), O1CCCC1 (tetrahydrofuran), C1(=NNCCCCCCCC1)C1=CCCCCCCCCC1 (diazabicycloundecene). Run in O (water). Conditions: time 8 hour. The product is ClC1=CC=C(C=C1)N=C1SC(CCC1)=C(C)C ((4-chloro-phenyl)-[6-isopropylidene-tetrahydro-thiopyran-2-ylidene]-amine). Isolated yield 55.4%. As a reaction SMILES: O1CCCC1.[Cl:6][C:7]1[CH:12]=[CH:11][C:10]([NH:13][C:14](=[S:22])[CH2:15][CH2:16][CH2:17][CH:18]=[C:19]([CH3:21])[CH3:20])=[CH:9][CH:8]=1.II.C1(C2CCCCCCCCCC=2)CCCCCCCCNN=1>O>[Cl:6][C:7]1[CH:8]=[CH:9][C:10]([N:13]=[C:14]2[CH2:15][CH2:16][CH2:17][C:18](=[C:19]([CH3:20])[CH3:21])[S:22]2)=[CH:11][CH:12]=1. Procedure: In a tetrahydrofuran (40 ml) solution of 6-methyl-5-heptenethioic acid (4-chloro-phenyl)-amide (2.0 g), a tetrahydrofuran (15 ml) solution of iodine (2.3 g) was added dropwise at 0° C. The temperature was raised to room temperature, followed by stirring overnight. After cooling to 0° C., a tetrahydrofuran (5 ml) solution of diazabicycloundecene (2.9 g) was added dropwise. After raising the temperature to room temperature and further stirring for 1 hour, water was added and the reaction mixture w... Reactants: BrCC(/C(/C(=O)OCC)=N/O[C@H]1[C@@H](CCCC1)C)=O (Ethyl 4-bromo-(Z)-2-(trans-2-methylcyclohexyl-oxyimino)-3-oxobutyrate), NC(=S)N (thiourea), CN(C1=CC=CC=C1)C (N,N-dimethylaniline). Product: NC=1SC=C(N1)/C(/C(=O)OCC)=N/O[C@H]1[C@@H](CCCC1)C (Ethyl 2-(2-aminothiazol-4-yl)-(Z)-2-(trans-2-methylcyclohexyloxyimino)acetate). Isolated yield 45.9%. Reaction SMILES: Br[CH2:2][C:3](=O)/[C:4](=[N:10]/[O:11][C@@H:12]1[CH2:17][CH2:16][CH2:15][CH2:14][C@H:13]1[CH3:18])/[C:5]([O:7][CH2:8][CH3:9])=[O:6].[NH2:20][C:21]([NH2:23])=[S:22].CN(C)C1C=CC=CC=1>>[NH2:23][C:21]1[S:22][CH:2]=[C:3](/[C:4](=[N:10]/[O:11][C@@H:12]2[CH2:17][CH2:16][CH2:15][CH2:14][C@H:13]2[CH3:18])/[C:5]([O:7][CH2:8][CH3:9])=[O:6])[N:20]=1. Procedure details: Ethyl 4-bromo-(Z)-2-(trans-2-methylcyclohexyl-oxyimino)-3-oxobutyrate (2.5 g) was treated with thiourea (0.57 g) and N,N-dimethylaniline (0.95 ml) as described in Example 4d to give the title compound as a yellow gum (1.07 g) after silica gel chromatography. (Found: M+, 311.1297. C14H21N3O3S requires M, 311.1305); νmax (CH2Cl2) 3475, 3380, 1735, 1600 and 1525 cm-1 ; δH (CDCl3) 0.98 (3H, d, J 6 Hz), 1.35 (3H, t, J 7 Hz), ca 1.1-2.4 (9H, m), 3.84 (1H, m), 4.40 (2H, q, J 7 Hz), 5.88 (2H, broad s), ...